This data is from the Open Reaction Database (ORD), a public repository of structured organic reaction records. The task is: describe an organic reaction: reactants, conditions, products, and yield Run in C1CCOC1 (THF), C1CCOC1 (THF). Reactants: Cl (HCl), [OH-].[Na+] (NaOH), O1CCOC12CCC(CC2)C#N (1,4-dioxa-spiro[4.5]decane-8-carbonitrile), C[Si](C)(C)[N-][Si](C)(C)C.[Li+] (lithium bis(trimethylsilyl)amide), IC (iodomethane). Procedure: Treat a 0° C. solution of 1,4-dioxa-spiro[4.5]decane-8-carbonitrile (1 g, 5.98 mmol) in THF (12 mL) drop-wise with lithium bis(trimethylsilyl)amide (1M, 6.88 mL, 6.88 mmol), stir at 0° C. for 1 h, add iodomethane (0.374 mL, 5.98 mmol) drop-wise and stir at 0° C. Add satd. NH4Cl, then brine, extract with EtOAc (2×), dry the combined organics over MgSO4 and concentrate to dryness to afford crude 8-methyl-1,4-dioxaspiro[4.5]decane-8-carbonitrile (1.33 g, 123%). Add THF (15 mL) and HCl (3M, 15 mL, 4... Reaction conditions: temperature 0 celsius, time 1 hour. Product: CC1(CCC2(OCCO2)CC1)C#N (8-methyl-1,4-dioxaspiro[4.5]decane-8-carbonitrile). RXN SMILES: [O:1]1[C:5]2([CH2:10][CH2:9][CH:8]([C:11]#[N:12])[CH2:7][CH2:6]2)[O:4][CH2:3][CH2:2]1.[CH3:13][Si]([N-][Si](C)(C)C)(C)C.[Li+].IC.Cl.[OH-].[Na+]>C1COCC1>[CH3:13][C:8]1([C:11]#[N:12])[CH2:9][CH2:10][C:5]2([O:4][CH2:3][CH2:2][O:1]2)[CH2:6][CH2:7]1 |f:1.2,5.6|. The yield is 64.6%. The reactants are CN(C)c1cccc2ccc(OC(=O)C(C)(C)C)cc12 (substrate), O=C=O (effective_coupling_partner). Reagents/catalysts: dppf. Run at temperature 80 celsius, time 48 hour. Product: CN(C)c1cccc2ccc(C(=O)O)cc12.